describe an organic reaction: reactants, conditions, products, and yield From a dataset of the Open Reaction Database (ORD), a public repository of structured organic reaction records. Reactants: CCO, C1COCCO1, O, OP(O)P(O)O, NC(c1ccccc1)c1ccccc1, O=CCc1ccccc1. The product is OP(O)C(Cc1ccccc1)NC(c1ccccc1)c1ccccc1. As a reaction SMILES: [CH3:37][CH2:38][OH:39].[O:31]1[CH2:32][CH2:33][O:34][CH2:35][CH2:36]1.[OH2:30].[P:24]([OH:25])([OH:26])[P:27]([OH:28])[OH:29].[c:10]1([CH:16]([c:17]2[cH:18][cH:19][cH:20][cH:21][cH:22]2)[NH2:23])[cH:11][cH:12][cH:13][cH:14][cH:15]1.[c:1]1([CH2:7][CH:8]=[O:9])[cH:2][cH:3][cH:4][cH:5][cH:6]1>>[c:1]1([CH2:7][CH:8]([NH:23][CH:16]([c:10]2[cH:11][cH:12][cH:13][cH:14][cH:15]2)[c:17]2[cH:18][cH:19][cH:20][cH:21][cH:22]2)[P:24]([OH:25])[OH:26])[cH:2][cH:3][cH:4][cH:5][cH:6]1. Starting materials: ClCC=1C(=CC=CC1)C(=O)OC (methyl α-chloro-o-toluate), BrCC=1C(=CC=CC1)C(=O)OC (methyl α-bromo-o-toluate), [Br-].[Na+] (sodium bromide), C(CCC)P(CCCC)CCCC (tributylphosphine). The solvent is O (water), C(C)#N (acetonitrile). The product is [Br-].COC(=O)C1=C(C[P+](CCCC)(CCCC)CCCC)C=CC=C1 (o-methoxycarbonylbenzyltributylphosphonium bromide). As a reaction SMILES: Cl[CH2:2][C:3]1[C:4]([C:9]([O:11][CH3:12])=[O:10])=[CH:5][CH:6]=[CH:7][CH:8]=1.[Br:13]CC1C(C(OC)=O)=CC=CC=1.[CH2:25]([P:29]([CH2:34][CH2:35][CH2:36][CH3:37])[CH2:30][CH2:31][CH2:32][CH3:33])[CH2:26][CH2:27][CH3:28].[Br-].[Na+]>O.C(#N)C>[Br-:13].[CH3:12][O:11][C:9]([C:4]1[CH:5]=[CH:6][CH:7]=[CH:8][C:3]=1[CH2:2][P+:29]([CH2:30][CH2:31][CH2:32][CH3:33])([CH2:34][CH2:35][CH2:36][CH3:37])[CH2:25][CH2:26][CH2:27][CH3:28])=[O:10] |f:3.4,7.8|. Procedure details: To a suitable vessel containing about 16.2 g of an approximate 50:50 mixture of methyl α-chloro-o-toluate and methyl α-bromo-o-toluate is added 100 ml of acetonitrile and 17.2 g (0.085 mol) of tributylphosphine and held at reflux under nitrogen for about 45 minutes. The solvent is removed under vacuum and the residue is dissolved in 370 ml of water. The aqueous solution is extracted twice with ether and added to a solution of 102 g (1.0 mol) of sodium bromide in 150 ml of water. This mixture is ... Reactants: O=CC1=CC(OCC)=C(O)C=C1 (ethyl vanillin), C(CC)OCCCl (2-chloroethyl propyl ether), [I-].[Na+] (sodium iodide), C([O-])([O-])=O.[K+].[K+] (potassium carbonate). Solvent: CN(C)C=O (DMF), O (water). Reaction conditions: temperature 90 celsius, time 3 day. The product is C(C)OC=1C=C(C=O)C=CC1OCCOCCC (3-ethoxy-4-(2-propoxyethoxy)benzaldehyde). Reaction SMILES: [O:1]=[CH:2][C:3]1[CH:12]=[CH:11][C:9]([OH:10])=[C:5]([O:6][CH2:7][CH3:8])[CH:4]=1.[CH2:13]([O:16][CH2:17][CH2:18]Cl)[CH2:14][CH3:15].[I-].[Na+].C(=O)([O-])[O-].[K+].[K+]>O.CN(C=O)C>[CH2:7]([O:6][C:5]1[CH:4]=[C:3]([CH:12]=[CH:11][C:9]=1[O:10][CH2:18][CH2:17][O:16][CH2:13][CH2:14][CH3:15])[CH:2]=[O:1])[CH3:8] |f:2.3,4.5.6|. Procedure: A mixture of ethyl vanillin (5.0 g), 2-chloroethyl propyl ether (4.6 ml), sodium iodide (5.46 g), potassium carbonate (6.23 g) and DMF (50 ml) was stirred at 90° C. for 3 days. The reaction mixture was mixed with water and was extracted with ethyl acetate. The organic layer was washed with water and an aqueous saturated solution of sodium chloride, and was dried with magnesium sulfate. After concentration under reduced pressure, the residue was subjected to separation and purification using colu... Starting materials: OC1=CC=C(C=C1)C=1OC2=C(C1C(=O)C1=CC=C(C=C1)OCCN1CCCCC1)C=CC(=C2)O ([2-(4-hydroxyphenyl)-6-hydroxybenzofuran-3-yl][4-[2-(1-piperidinyl)ethoxy]phenyl] methanone), [H-].[H-].[H-].[H-].[Li+].[Al+3] (LiAlH4). Solvent: C1CCOC1 (THF). The product is OC1=CC=C(C=C1)C=1OC2=C(C1C(O)C1=CC=C(C=C1)OCCN1CCCCC1)C=CC(=C2)O ([2-(4—Hydroxyphenyl)-6-hydroxybenzofuran-3-yl][4-[2-(1-piperidinyl)ethoxy]phenyl]methanol). Yield: 57.9%. Reaction SMILES: [OH:1][C:2]1[CH:7]=[CH:6][C:5]([C:8]2[O:9][C:10]3[CH:33]=[C:32]([OH:34])[CH:31]=[CH:30][C:11]=3[C:12]=2[C:13]([C:15]2[CH:20]=[CH:19][C:18]([O:21][CH2:22][CH2:23][N:24]3[CH2:29][CH2:28][CH2:27][CH2:26][CH2:25]3)=[CH:17][CH:16]=2)=[O:14])=[CH:4][CH:3]=1.[H-].[H-].[H-].[H-].[Li+].[Al+3]>C1COCC1>[OH:1][C:2]1[CH:7]=[CH:6][C:5]([C:8]2[O:9][C:10]3[CH:33]=[C:32]([OH:34])[CH:31]=[CH:30][C:11]=3[C:12]=2[CH:13]([C:15]2[CH:16]=[CH:17][C:18]([O:21][CH2:22][CH2:23][N:24]3[CH2:25][CH2:26][CH2:27][CH2:28][CH2:29]3)=[CH:19][CH:20]=2)[OH:14])=[CH:4][CH:3]=1 |f:1.2.3.4.5.6|. Reported procedure: 4.57 g (0.01 mol) of [2-(4-hydroxyphenyl)-6-hydroxybenzofuran-3-yl][4-[2-(1-piperidinyl)ethoxy]phenyl] methanone was dissolved in 250 mL of THF and 2 g (0.053 mol) of LiAlH4 was slowly added over a period of twenty minutes to the stirring solution. The reaction mixture was stirred and kept under a nitrogen atmosphere and the reaction was allowed to proceed for eighteen hours at room temperature and then it was concentrated to dryness in vacuo. 500 mL of EtOAc was slowly added along with 2 mL of ...